Dataset: the Open Reaction Database (ORD), a public repository of structured organic reaction records. Task: describe an organic reaction: reactants, conditions, products, and yield The solvent is CO (methanol), O (water). Reactants: mixture, C1CSC(CC2C(CC=C2)=O)O1 ((2-oxo-cyclopent-4-enyl)acetaldehyde-ethylenethioacetal), (2-oxo-cyclopent-5-enyl)acetaldehyde-ethylene-thioacetal, CC(C)(C#N)O (acetonecyanohydrin), C(=O)([O-])[O-].[Na+].[Na+] (Na2CO3). Reaction SMILES: [CH2:1]1[O:12][CH:4]([CH2:5][CH:6]2[CH:10]=[CH:9][CH2:8][C:7]2=[O:11])[S:3][CH2:2]1.CC(O)([C:16]#[N:17])C.C([O-])([O-])=O.[Na+].[Na+]>CO.O>[CH2:1]1[O:12][CH:4]([CH2:5][CH:6]2[CH:10]([C:16]#[N:17])[CH2:9][CH2:8][C:7]2=[O:11])[S:3][CH2:2]1 |f:2.3.4|. Conditions: time 3 hour. Product: C1CSC(CC2C(CCC2C#N)=O)O1 ((5-cyano-2-oxo-cyclopentyl)acetaldehyde-ethylenethioacetal). Reported procedure: 18 g of the mixture of (2-oxo-cyclopent-4-enyl)acetaldehyde-ethylenethioacetal and (2-oxo-cyclopent-5-enyl)acetaldehyde-ethylene-thioacetal according to stage 2 were dissolved in 150 ml of methanol and 9.2 g of acetonecyanohydrin and a solution of 7.5 g of Na2CO3 in 20 ml of water were added. After stirring for 3 hours at room temperature, all the solvent was distilled off in vacuo, the residue was taken up in 500 ml of diethyl ether and 100 ml of H2O, and the ether phase was washed twice with 5...